From a dataset of the Open Reaction Database (ORD), a public repository of structured organic reaction records. describe an organic reaction: reactants, conditions, products, and yield Starting materials: C(C)(C)NC(C)C (Diisopropylamine), IC (iodomethane), C(C)(C)(C)OC(N[C@H](C)C1=NN=C(N1CC)S)=O ([(R)-1-(4-ethyl-5-mercapto-4H-[1,2,4]triazol-3-yl)ethyl]-carbamic acid t-butyl ester). The solvent is O1CCCC1 (tetrahydrofuran). Run at time 1 hour. Product: C(C)(C)(C)OC(N[C@H](C)C1=NN=C(N1CC)SC)=O ([(R)-1-(4-ethyl-5-methylsulfanyl-4H-[1,2,4]triazol-3-yl)ethyl]-carbamic acid t-butyl ester). As a reaction SMILES: [CH:1](NC(C)C)(C)C.IC.[C:10]([O:14][C:15](=[O:27])[NH:16][C@@H:17]([C:19]1[N:23]([CH2:24][CH3:25])[C:22]([SH:26])=[N:21][N:20]=1)[CH3:18])([CH3:13])([CH3:12])[CH3:11]>O1CCCC1>[C:10]([O:14][C:15](=[O:27])[NH:16][C@@H:17]([C:19]1[N:23]([CH2:24][CH3:25])[C:22]([S:26][CH3:1])=[N:21][N:20]=1)[CH3:18])([CH3:11])([CH3:12])[CH3:13]. Reported procedure: Diisopropylamine (17.4 ml) and iodomethane (7.7 ml) were added to a tetrahydrofuran (200 ml) solution of the [(R)-1-(4-ethyl-5-mercapto-4H-[1,2,4]triazol-3-yl)ethyl]-carbamic acid t-butyl ester (28.12 g) obtained in Example 8-(3). The mixture was stirred for 1 hour at room temperature, and then precipitated crystals were filtered. The filtrate was concentrated, and the resulting crude crystals were washed with a hexane-ethyl acetate solvent mixture (3:1, 200 ml), followed by drying, to obtain [(... Reactants: CN(C)CCC=C1c2ccccc2COc2ccc(CCOC(c3ccccc3)(c3ccccc3)c3ccccc3)cc21, C1COCCO1, O, Cc1ccc(S(=O)(=O)O)cc1. The product is CN(C)CCC=C1c2ccccc2COc2ccc(CCO)cc21. As a reaction SMILES: [CH3:1][N:2]([CH2:3][CH2:4][CH:5]=[C:6]1[c:7]2[c:8]([cH:17][cH:18][c:19]([CH2:21][CH2:22][O:23][C:24]([c:25]3[cH:26][cH:27][cH:28][cH:29][cH:30]3)([c:31]3[cH:32][cH:33][cH:34][cH:35][cH:36]3)[c:37]3[cH:38][cH:39][cH:40][cH:41][cH:42]3)[cH:20]2)[O:9][CH2:10][c:11]2[c:12]1[cH:13][cH:14][cH:15][cH:16]2)[CH3:43].[O:56]1[CH2:57][CH2:58][O:59][CH2:60][CH2:61]1.[OH2:44].[c:45]1([CH3:46])[cH:47][cH:48][c:49]([S:50]([OH:51])(=[O:52])=[O:53])[cH:54][cH:55]1>>[CH3:1][N:2]([CH2:3][CH2:4][CH:5]=[C:6]1[c:7]2[c:8]([cH:17][cH:18][c:19]([CH2:21][CH2:22][OH:23])[cH:20]2)[O:9][CH2:10][c:11]2[c:12]1[cH:13][cH:14][cH:15][cH:16]2)[CH3:43]. The reactants are CC(C)(C)OC(=O)N1CCC(c2cc3ccccc3c(=O)[nH]2)CC1CO, CCOC(C)=O, CCOC(C)=O, Cl. The product is Cl, O=c1[nH]c(C2CCNC(CO)C2)cc2ccccc12. Reaction SMILES: [C:1]([O:2][C:3](=[O:4])[N:8]1[CH:9]([CH2:25][OH:26])[CH2:10][CH:11]([c:14]2[nH:15][c:16](=[O:24])[c:17]3[cH:18][cH:19][cH:20][cH:21][c:22]3[cH:23]2)[CH2:12][CH2:13]1)([CH3:5])([CH3:6])[CH3:7].[C:27]([O:28][CH2:29][CH3:30])(=[O:31])[CH3:32].[CH3:34][CH2:35][O:36][C:37](=[O:38])[CH3:39].[ClH:33]>>[ClH:33].[NH:8]1[CH:9]([CH2:25][OH:26])[CH2:10][CH:11]([c:14]2[nH:15][c:16](=[O:24])[c:17]3[cH:18][cH:19][cH:20][cH:21][c:22]3[cH:23]2)[CH2:12][CH2:13]1. Reactants: CC[SiH](CC)CC, COC(=O)CCC1=CCN(Cc2ccc(OC)cc2OC)C1=O, O=C(O)C(F)(F)F. The product is COC(=O)CCC1=CCNC1=O. RXN SMILES: [CH2:1]([SiH:2]([CH2:3][CH3:4])[CH2:5][CH3:6])[CH3:7].[CH3:8][O:9][C:10]([CH2:11][CH2:12][C:13]1=[CH:17][CH2:16][N:15]([CH2:18][c:19]2[cH:20][cH:21][c:22]([O:23][CH3:24])[cH:25][c:26]2[O:27][CH3:28])[C:14]1=[O:29])=[O:30].[OH:31][C:32]([C:33]([F:34])([F:35])[F:36])=[O:37]>>[CH3:8][O:9][C:10]([CH2:11][CH2:12][C:13]1=[CH:17][CH2:16][NH:15][C:14]1=[O:29])=[O:30]. Starting materials: C(C)C=1C=C2CC(CC2=CC1CC)NC[C@H](O)C1=C2C=CC(NC2=C(C=C1)O)=O ((R)-5-[2-(5,6-diethyl-indan-2-ylamino)-1-hydroxyethyl]-8-hydroxy-1H-quinolin-2-one), C(CO)(=O)O (glycolic acid). Solvent: CO (methanol), CO (methanol). Reaction conditions: temperature 50 celsius. Yields the product C(CO)(=O)O.C(C)C=1C=C2CC(CC2=CC1CC)NC[C@H](O)C1=C2C=CC(NC2=C(C=C1)O)=O ((R)-5-[2-(5,6-diethyl-indan-2-ylamino)-1-hydroxyethyl]-8-hydroxy-1H-quinolin-2-one glycolate). As a reaction SMILES: [CH2:1]([C:3]1[CH:4]=[C:5]2[C:9](=[CH:10][C:11]=1[CH2:12][CH3:13])[CH2:8][CH:7]([NH:14][CH2:15][C@@H:16]([C:18]1[CH:27]=[CH:26][C:25]([OH:28])=[C:24]3[C:19]=1[CH:20]=[CH:21][C:22](=[O:29])[NH:23]3)[OH:17])[CH2:6]2)[CH3:2].[C:30]([OH:34])(=[O:33])[CH2:31][OH:32]>CO>[C:30]([OH:34])(=[O:33])[CH2:31][OH:32].[CH2:12]([C:11]1[CH:10]=[C:9]2[C:5](=[CH:4][C:3]=1[CH2:1][CH3:2])[CH2:6][CH:7]([NH:14][CH2:15][C@@H:16]([C:18]1[CH:27]=[CH:26][C:25]([OH:28])=[C:24]3[C:19]=1[CH:20]=[CH:21][C:22](=[O:29])[NH:23]3)[OH:17])[CH2:8]2)[CH3:13] |f:3.4|. Reported procedure: A suspension of 2.075 g (R)-5-[2-(5,6-diethyl-indan-2-ylamino)-1-hydroxyethyl]-8-hydroxy-1H-quinolin-2-one base (5.286 mmoles) in 25 ml methanol is heated to 50° C. A solution of 0.402 g glycolic acid (5.286 mmoles) in 5 ml methanol is added dropwise over 7 minutes. The resulting clear solution is stirred at 50° C. Crystallization takes spontaneously place after ca 15 minutes. The white suspension is allowed to cool to room temperature and stirred over night at ca. 25° C. After 18 hours the salt... Reactants: FC1=CC=C(C=C1)C1CCN(CC1)C1=C(C(NC(=N1)C)=O)[N+](=O)[O-] (6-[4-(4-fluoro-phenyl)-piperidin-1-yl]-2-methyl-5-nitro-3H-pyrimidin-4-one), BrCC#N (bromo-acetonitrile), C([O-])([O-])=O.[K+].[K+] (potassium carbonate). Solvent: CN(C=O)C (N,N-dimethylformamide). The product is FC1=CC=C(C=C1)C1CCN(CC1)C=1N=C(N(C(C1[N+](=O)[O-])=O)CC#N)C ({4-[4-(4-fluoro-phenyl)-piperidin-1-yl]-2-methyl-5-nitro-6-oxo-6H-pyrimidin-1-yl}-acetonitrile). RXN SMILES: [F:1][C:2]1[CH:7]=[CH:6][C:5]([CH:8]2[CH2:13][CH2:12][N:11]([C:14]3[N:19]=[C:18]([CH3:20])[NH:17][C:16](=[O:21])[C:15]=3[N+:22]([O-:24])=[O:23])[CH2:10][CH2:9]2)=[CH:4][CH:3]=1.Br[CH2:26][C:27]#[N:28].C(=O)([O-])[O-].[K+].[K+]>CN(C)C=O>[F:1][C:2]1[CH:7]=[CH:6][C:5]([CH:8]2[CH2:9][CH2:10][N:11]([C:14]3[N:19]=[C:18]([CH3:20])[N:17]([CH2:26][C:27]#[N:28])[C:16](=[O:21])[C:15]=3[N+:22]([O-:24])=[O:23])[CH2:12][CH2:13]2)=[CH:4][CH:3]=1 |f:2.3.4|. Reported procedure: In analogy to the procedure described in example 8, the 6-[4-(4-fluoro-phenyl)-piperidin-1-yl]-2-methyl-5-nitro-3H-pyrimidin-4-one (example 7) was treated with bromo-acetonitrile and potassium carbonate in N,N-dimethylformamide at room temperature to yield the {4-[4-(4-fluoro-phenyl)-piperidin-1-yl]-2-methyl-5-nitro-6-oxo-6H-pyrimidin-1-yl}-acetonitrile as a yellow solid; m.p. 213-215° C. (decomposition); MS: [M+H]+=372. Reactants: Cl.C(C)(C)(C)OC([C@@H](N)C)=O (alanine tert-butyl ester hydrochloride), C(C)(C)N(CC)C(C)C (diisopropylethylamine), C(=O)OCC (ethyl formate). Solvent: C(Cl)Cl (DCM). Reported procedure: To a suspension of (2S) alanine tert-butyl ester hydrochloride (3.63 g, 20 mmol) in a mixture of ethyl formate (10 mL) and DCM (5 mL) was added diisopropylethylamine (3.83 mL, 22 mmol) and the reaction mixture was refluxed overnight. The solvents were evaporated and the residue was then triturated in Et2O and filtrated. The filtrates were evaporated and the residue was filtered through a short pad of silica using ethyl acetate as eluent. Evaporation of the solvent afforded the sub-title compound... Reaction SMILES: Cl.[C:2]([O:6][C:7](=[O:11])[C@H:8]([CH3:10])[NH2:9])([CH3:5])([CH3:4])[CH3:3].C(N(C(C)C)CC)(C)C.[CH:21](OCC)=[O:22]>C(Cl)Cl>[C:2]([O:6][C:7](=[O:11])[C@@H:8]([NH:9][CH:21]=[O:22])[CH3:10])([CH3:5])([CH3:4])[CH3:3] |f:0.1|. Yields the product C(C)(C)(C)OC([C@H](C)NC=O)=O ((2S)-2-formylamino-propionic acid tert-butyl ester).